The task is: describe an organic reaction: reactants, conditions, products, and yield. This data is from the Open Reaction Database (ORD), a public repository of structured organic reaction records. Starting materials: CC(C)([O-])C.[K+] (potassium t-butoxide), N12CC(C(CC1)CC2)=O (3-quinuclidinone), trans-RuCl2[(S)-xylbinap][(S)-daiPen]. Run in CC(C)O (2-propanol), CC(C)O (2-propanol). Conditions: temperature 30 celsius, time 6 hour. Product: N12C[C@H](C(CC1)CC2)O ((S)-3-quinuclidinol). Reaction SMILES: [N:1]12[CH2:8][CH2:7][CH:4]([CH2:5][CH2:6]1)[C:3](=[O:9])[CH2:2]2.CC(C)([O-])C.[K+]>CC(O)C>[N:1]12[CH2:8][CH2:7][CH:4]([CH2:5][CH2:6]1)[C@H:3]([OH:9])[CH2:2]2 |f:1.2|. Procedure details: To a 100 mL autoclave with a stirrer, 3-quinuclidinone (1.0 g, 8.0 mmol) and trans-RuCl2[(S)-xylbinap][(S)-daiPen] (0.5 mg, 0.40 μmol, 1/20,000 molar fold of 3-quinuclidinone) were added. After the autoclave was purged with nitrogen, 2-propanol (6 mL) and 2-propanol solution of potassium t-butoxide (0.1 mol/L, 0.4 mL, 0.04 mmol) were added. Subsequently, the autoclave was purged with hydrogen, the mixture was stirred at 30° C. for 6 hours under hydrogen pressure of 3 MPa. As a result of analysis... The reactants are Cl.ClCCOC=1C=CC2=CC3=CC=C(C=C3N=C2C1)OCCCl (3,6-bis(2-chloroethoxy)acridine hydrochloride), CN1CCNCC1 (N-methylpiperazine). Run at temperature 100 celsius. The product is CN1CCN(CC1)CCOC=1C=CC2=CC3=CC=C(C=C3N=C2C1)OCCN1CCN(CC1)C (3,6-bis[2-(4-methyl-1-piperazinyl)ethoxy]acridine). RXN SMILES: Cl.Cl[CH2:3][CH2:4][O:5][C:6]1[CH:7]=[CH:8][C:9]2[C:18]([CH:19]=1)=[N:17][C:16]1[C:11](=[CH:12][CH:13]=[C:14]([O:20][CH2:21][CH2:22]Cl)[CH:15]=1)[CH:10]=2.[CH3:24][N:25]1[CH2:30][CH2:29][NH:28][CH2:27][CH2:26]1>>[CH3:24][N:25]1[CH2:30][CH2:29][N:28]([CH2:3][CH2:4][O:5][C:6]2[CH:7]=[CH:8][C:9]3[C:18]([CH:19]=2)=[N:17][C:16]2[C:11](=[CH:12][CH:13]=[C:14]([O:20][CH2:21][CH2:22][N:28]4[CH2:29][CH2:30][N:25]([CH3:24])[CH2:26][CH2:27]4)[CH:15]=2)[CH:10]=3)[CH2:27][CH2:26]1 |f:0.1|. Reported procedure: The compound is prepared from 3,6-bis(2-chloroethoxy)acridine hydrochloride and N-methylpiperazine as described in Example 15, except that the mixture is heated at 100° C. for 24 hours to attain reaction and that the free base is isolated.